From a dataset of the Open Reaction Database (ORD), a public repository of structured organic reaction records. describe an organic reaction: reactants, conditions, products, and yield Starting materials: Intermediate 6, BrC1=C(N=C(O1)C)C1=CC=C(C=C1)[N+](=O)[O-] (5-bromo-2-methyl-4-(4-nitrophenyl)-1,3-oxazole), CC1=CC=C(C=C1)S(=O)(=O)N1C=CC=2C1=NC=CC2B2OC(C(O2)(C)C)(C)C ([(4-methylphenyl)sulfonyl]-4-(4,4,5,5-tetramethyl-1,3,2-dioxaborolan-2-yl)-1H-pyrrolo[2,3-b]pyridine). The product is CC=1OC(=C(N1)C1=CC=C(C=C1)[N+](=O)[O-])C1=C2C(=NC=C1)N(C=C2)S(=O)(=O)C2=CC=C(C=C2)C (4-[2-methyl-4-(4-nitrophenyl)-1,3-oxazol-5-yl]-1-[(4-methylphenyl)sulfonyl]-1H-pyrrolo[2,3-b]pyridine). As a reaction SMILES: Br[C:2]1[O:6][C:5]([CH3:7])=[N:4][C:3]=1[C:8]1[CH:13]=[CH:12][C:11]([N+:14]([O-:16])=[O:15])=[CH:10][CH:9]=1.[CH3:17][C:18]1[CH:23]=[CH:22][C:21]([S:24]([N:27]2[C:31]3=[N:32][CH:33]=[CH:34][C:35](B4OC(C)(C)C(C)(C)O4)=[C:30]3[CH:29]=[CH:28]2)(=[O:26])=[O:25])=[CH:20][CH:19]=1>>[CH3:7][C:5]1[O:6][C:2]([C:35]2[CH:34]=[CH:33][N:32]=[C:31]3[N:27]([S:24]([C:21]4[CH:22]=[CH:23][C:18]([CH3:17])=[CH:19][CH:20]=4)(=[O:25])=[O:26])[CH:28]=[CH:29][C:30]=23)=[C:3]([C:8]2[CH:13]=[CH:12][C:11]([N+:14]([O-:16])=[O:15])=[CH:10][CH:9]=2)[N:4]=1. Procedure: Following the procedure described for Intermediate 6 with 5-bromo-2-methyl-4-(4-nitrophenyl)-1,3-oxazole and [(4-methylphenyl)sulfonyl]-4-(4,4,5,5-tetramethyl-1,3,2-dioxaborolan-2-yl)-1H-pyrrolo[2,3-b]pyridine provided the title compound. ESMS [M+H]+: 476.2